describe an organic reaction: reactants, conditions, products, and yield From a dataset of the Open Reaction Database (ORD), a public repository of structured organic reaction records. Starting materials: [Na] (Sodium), C(CCC)(=O)CC(=O)OCC (Ethyl butyrylacetate), NC(=S)N (thiourea). Solvent: CO (methanol), CO (methanol). The product is SC1=NC(=CC(=N1)O)CCC (2-mercapto-6-propyl-pyrimidin-4-ol). Reaction SMILES: [Na].[NH2:2][C:3]([NH2:5])=[S:4].[C:6]([CH2:11][C:12](OCC)=[O:13])(=O)[CH2:7][CH2:8][CH3:9]>CO>[SH:4][C:3]1[N:5]=[C:12]([OH:13])[CH:11]=[C:6]([CH2:7][CH2:8][CH3:9])[N:2]=1 |^1:0|. Procedure: Sodium (4.6 g) was added by portions at 0° C. to methanol (150 mL). The mixture was stirred at room temperature until dissolution. After cooling at 0° C., thiourea (11.0 g) was added by portions and the mixture was stirred until dissolution. Ethyl butyrylacetate (15.8 g) in methanol (200 mL) was added dropwise at 0° C. over 30 minutes. The mixture was refluxed for 9 h, then concentrated under reduced pressure. The residue was dissolved in water. After acidification with acetic acid until pH=6 an... Starting materials: NC1=CC=C(C=N1)[C@@H](O)CN[C@H](CC1=CNC2=CC=C(C=C12)OCC1=CC=CC=C1)C ((R)-6-Amino-α-[[(1(S)-methyl-2-(5-benzyloxy-1H-indol-3-yl)ethyl)amino]methyl]-3-pyridinemethanol), C1=CCCCC1 (cyclohexene). Reagents/catalysts: [Pd] (Pd/C). Solvent: C(C)O (ethanol). Yields the product NC1=CC=C(C=N1)[C@@H](O)CN[C@H](CC1=CNC2=CC=C(C=C12)O)C ((R)-6-Amino-α-[[(1(S)-methyl-2-(5-hydroxy-1H-indol-3-yl)ethyl)amino]methyl]-3-pyridinemethanol). Yield: 46.2%. RXN SMILES: [NH2:1][C:2]1[N:7]=[CH:6][C:5]([C@H:8]([CH2:10][NH:11][C@@H:12]([CH3:31])[CH2:13][C:14]2[C:22]3[C:17](=[CH:18][CH:19]=[C:20]([O:23]CC4C=CC=CC=4)[CH:21]=3)[NH:16][CH:15]=2)[OH:9])=[CH:4][CH:3]=1.C1CCCCC=1>C(O)C.[Pd]>[NH2:1][C:2]1[N:7]=[CH:6][C:5]([C@H:8]([CH2:10][NH:11][C@@H:12]([CH3:31])[CH2:13][C:14]2[C:22]3[C:17](=[CH:18][CH:19]=[C:20]([OH:23])[CH:21]=3)[NH:16][CH:15]=2)[OH:9])=[CH:4][CH:3]=1. Procedure details: A solution of (R)-6-Amino-α-[[(1(S)-methyl-2-(5-benzyloxy-1H-indol-3-yl)ethyl)amino]methyl]-3-pyridinemethanol (619 mg) in 47 ml of absolute ethanol containing 7.9 g of cyclohexene and 198 mg of 10% Pd/C was heated at reflux under nitrogen for 3 hours. The reaction mixture was filtered and concentrated to dryness (510 mg). This residue was purified twice by preparative TLC (85:15:0.5 CH2Cl2 :MeOH:NH4OH) to give 224 mg of (R)-6-Amino-α-[[(1(S)-methyl-2-(5-hydroxy-1H-indol-3-yl)ethyl)amino]methyl]...